The task is: describe an organic reaction: reactants, conditions, products, and yield. This data is from the Open Reaction Database (ORD), a public repository of structured organic reaction records. Reactants: CC(C)(C)OC(=O)N1CCC(c2ccc(F)c(NC(=O)CCc3ccc(Oc4ccc(F)c(F)c4)cc3)c2)CC1, ClCCl, O=C(O)C(F)(F)F. Yields the product O=C(CCc1ccc(Oc2ccc(F)c(F)c2)cc1)Nc1cc(C2CCNCC2)ccc1F. RXN SMILES: [C:1]([O:2][C:3](=[O:4])[N:8]1[CH2:9][CH2:10][CH:11]([c:14]2[cH:15][c:16]([NH:21][C:22]([CH2:23][CH2:24][c:25]3[cH:26][cH:27][c:28]([O:31][c:32]4[cH:33][c:34]([F:39])[c:35]([F:38])[cH:36][cH:37]4)[cH:29][cH:30]3)=[O:40])[c:17]([F:20])[cH:18][cH:19]2)[CH2:12][CH2:13]1)([CH3:5])([CH3:6])[CH3:7].[Cl:48][CH2:49][Cl:50].[OH:41][C:42]([C:43]([F:44])([F:45])[F:46])=[O:47]>>[NH:8]1[CH2:9][CH2:10][CH:11]([c:14]2[cH:15][c:16]([NH:21][C:22]([CH2:23][CH2:24][c:25]3[cH:26][cH:27][c:28]([O:31][c:32]4[cH:33][c:34]([F:39])[c:35]([F:38])[cH:36][cH:37]4)[cH:29][cH:30]3)=[O:40])[c:17]([F:20])[cH:18][cH:19]2)[CH2:12][CH2:13]1.